The task is: describe an organic reaction: reactants, conditions, products, and yield. This data is from the Open Reaction Database (ORD), a public repository of structured organic reaction records. The reactants are C(C1=CC=CC=C1)OC(=O)NCCCCCC(=O)O (6-benzyloxycarbonylamino-hexanoic acid), S(=O)(Cl)Cl (thionyl chloride), CO (methanol). Yields the product COC(CCCCCNC(=O)OCC1=CC=CC=C1)=O (6-Benzyloxycarbonylamino-hexanoic Acid Methyl Ester). Isolated yield 58.0%. As a reaction SMILES: [CH2:1]([O:8][C:9]([NH:11][CH2:12][CH2:13][CH2:14][CH2:15][CH2:16][C:17]([OH:19])=[O:18])=[O:10])[C:2]1[CH:7]=[CH:6][CH:5]=[CH:4][CH:3]=1.S(Cl)(Cl)=O.[CH3:24]O>>[CH3:24][O:18][C:17](=[O:19])[CH2:16][CH2:15][CH2:14][CH2:13][CH2:12][NH:11][C:9]([O:8][CH2:1][C:2]1[CH:3]=[CH:4][CH:5]=[CH:6][CH:7]=1)=[O:10]. Procedure details: To a solution of 6-benzyloxycarbonylamino-hexanoic acid (10 g, 38 mmol) in methanol (200 mL) at room temperature was added thionyl chloride (11 g, 95 mmol). The reaction mixture was then refluxed for 16 h. The solvent was concentrated in vacuo, the residue was dissolved in ethyl acetate (200 mL) and washed with brine (3×150 mL), dried over anhydrous magnesium sulfate, and concentrated in vacuo. The residue was- purified by flash column chromatography (silica, 14% ethyl acetate in hexane) to affo... Yields the product COC(=O)Cc1cc(Cl)cc(Oc2ccc(N)cc2CSCC(F)(F)F)c1. The reactants are COC(=O)Cc1cc(Cl)cc(Oc2ccc([N+](=O)[O-])cc2CSCC(F)(F)F)c1, CN(C)N, CCO, [Cl-]. As a reaction SMILES: [CH3:1][O:2][C:3]([CH2:4][c:5]1[cH:6][c:7]([Cl:28])[cH:8][c:9]([O:11][c:12]2[c:13]([CH2:21][S:22][CH2:23][C:24]([F:25])([F:26])[F:27])[cH:14][c:15]([N+:18]([O-:19])=[O:20])[cH:16][cH:17]2)[cH:10]1)=[O:29].[CH3:30][N:31]([NH2:32])[CH3:33].[CH3:35][CH2:36][OH:37].[Cl-:34]>>[CH3:1][O:2][C:3]([CH2:4][c:5]1[cH:6][c:7]([Cl:28])[cH:8][c:9]([O:11][c:12]2[c:13]([CH2:21][S:22][CH2:23][C:24]([F:25])([F:26])[F:27])[cH:14][c:15]([NH2:18])[cH:16][cH:17]2)[cH:10]1)=[O:29].